From a dataset of the Open Reaction Database (ORD), a public repository of structured organic reaction records. describe an organic reaction: reactants, conditions, products, and yield The reactants are N1(CCOCC1)CC1=CC=C(C=C1)NC(NNC(C1=C(C=C(C(=C1)C(C)C)OCOC)OCOC)=O)=S (4-[4-(morpholin-4-ylmethyl)-phenyl]-1-(5-isopropyl-2,4-bismethoxymethoxy-benzoyl)thiosemicarbazide). Run in [OH-].[Na+] (sodium hydroxide). Yields the product C(C)(C)C=1C(=CC(=C(C1)C=1N(C(NN1)=S)C1=CC=C(C=C1)CN1CCOCC1)OCOC)OCOC (5-(5-isopropyl-2,4-bis-methoxymethoxy-phenyl)-4-[4-(morpholin-4-ylmethyl)-phenyl]-2,4-dihydro-[1,2,4]triazol-3-thione). The yield is 41.6%. As a reaction SMILES: [N:1]1([CH2:7][C:8]2[CH:13]=[CH:12][C:11]([NH:14][C:15](=[S:37])[NH:16][NH:17][C:18](=O)[C:19]3[CH:24]=[C:23]([CH:25]([CH3:27])[CH3:26])[C:22]([O:28][CH2:29][O:30][CH3:31])=[CH:21][C:20]=3[O:32][CH2:33][O:34][CH3:35])=[CH:10][CH:9]=2)[CH2:6][CH2:5][O:4][CH2:3][CH2:2]1>[OH-].[Na+]>[CH:25]([C:23]1[C:22]([O:28][CH2:29][O:30][CH3:31])=[CH:21][C:20]([O:32][CH2:33][O:34][CH3:35])=[C:19]([C:18]2[N:14]([C:11]3[CH:12]=[CH:13][C:8]([CH2:7][N:1]4[CH2:6][CH2:5][O:4][CH2:3][CH2:2]4)=[CH:9][CH:10]=3)[C:15](=[S:37])[NH:16][N:17]=2)[CH:24]=1)([CH3:27])[CH3:26] |f:1.2|. Procedure: Crude crystals of 4-[4-(morpholin-4-ylmethyl)-phenyl]-1-(5-isopropyl-2,4-bismethoxymethoxy-benzoyl)thiosemicarbazide (IM5-S-a02) and 5% aqueous sodium hydroxide (30 mL) were placed in a 100 mL eggplant shaped flask and refluxed for 2 hours. After completing the reaction, the reaction mixture was extracted with methylene chloride, and the organic layer was combined, dried over anhydrous sodium sulfate. After filtration and evaporation, the residue thus obtained was purified by silica gel column c...